From a dataset of the Open Reaction Database (ORD), a public repository of structured organic reaction records. describe an organic reaction: reactants, conditions, products, and yield The reactants are Cc1ccc(-c2nc3c(Br)cc4c(c3[nH]2)C(=O)NC(=O)C4(C)C)cc1[N+](=O)[O-], C1CCOC1, COc1ccc(CCN(CCCO)C(=O)OC(C)(C)C)cc1OC, CC(C)=O, ClCCl, CC(C)OC(=O)N=NC(=O)OC(C)C, c1ccc(P(c2ccccc2)c2ccccc2)cc1. Product: COc1ccc(CCN(CCCN2C(=O)c3c(cc(Br)c4nc(-c5ccc(C)c([N+](=O)[O-])c5)[nH]c34)C(C)(C)C2=O)C(=O)OC(C)(C)C)cc1OC. As a reaction SMILES: [Br:15][c:16]1[cH:17][c:18]2[c:23]([c:24]3[c:25]1[n:26][c:27](-[c:29]1[cH:30][c:31]([N+:36](=[O:37])[O-:38])[c:32]([CH3:35])[cH:33][cH:34]1)[nH:28]3)[C:22](=[O:39])[NH:21][C:20](=[O:40])[C:19]2([CH3:41])[CH3:42].[CH2:86]1[O:87][CH2:88][CH2:89][CH2:90]1.[CH3:43][O:44][c:45]1[cH:46][c:47]([CH2:53][CH2:54][N:55]([C:56]([O:57][C:58]([CH3:59])([CH3:60])[CH3:61])=[O:62])[CH2:63][CH2:64][CH2:65][OH:66])[cH:48][cH:49][c:50]1[O:51][CH3:52].[CH3:94][C:95](=[O:96])[CH3:97].[Cl:91][CH2:92][Cl:93].[O:1]=[C:2]([O:3][CH:4]([CH3:5])[CH3:6])[N:7]=[N:8][C:9]([O:10][CH:11]([CH3:12])[CH3:13])=[O:14].[c:67]1([P:68]([c:69]2[cH:70][cH:71][cH:72][cH:73][cH:74]2)[c:75]2[cH:76][cH:77][cH:78][cH:79][cH:80]2)[cH:81][cH:82][cH:83][cH:84][cH:85]1>>[Br:15][c:16]1[cH:17][c:18]2[c:23]([c:24]3[c:25]1[n:26][c:27](-[c:29]1[cH:30][c:31]([N+:36](=[O:37])[O-:38])[c:32]([CH3:35])[cH:33][cH:34]1)[nH:28]3)[C:22](=[O:39])[N:21]([CH2:65][CH2:64][CH2:63][N:55]([CH2:54][CH2:53][c:47]1[cH:46][c:45]([O:44][CH3:43])[c:50]([O:51][CH3:52])[cH:49][cH:48]1)[C:56]([O:57][C:58]([CH3:59])([CH3:60])[CH3:61])=[O:62])[C:20](=[O:40])[C:19]2([CH3:41])[CH3:42]. Starting materials: Brc1ccc(C2OC(COCc3ccccc3)C(OCc3ccccc3)C(OCc3ccccc3)C2OCc2ccccc2)cc1Cc1ccc2c(c1)N(Cc1ccccc1)CCO2, OB(O)C1CC1, [K+], [K+], [K+], CC(=O)[O-], CC(=O)[O-], O, O, O=P([O-])([O-])[O-], [Pd+2], Cc1ccccc1. Product: c1ccc(COCC2OC(c3ccc(C4CC4)c(Cc4ccc5c(c4)N(Cc4ccccc4)CCO5)c3)C(OCc3ccccc3)C(OCc3ccccc3)C2OCc2ccccc2)cc1. As a reaction SMILES: [CH2:1]([c:2]1[cH:3][cH:4][cH:5][cH:6][cH:7]1)[N:8]1[CH2:9][CH2:10][O:11][c:12]2[c:13]1[cH:14][c:15]([CH2:18][c:19]1[c:20]([Br:64])[cH:21][cH:22][c:23]([CH:25]3[O:26][CH:27]([CH2:55][O:56][CH2:57][c:58]4[cH:59][cH:60][cH:61][cH:62][cH:63]4)[CH:28]([O:47][CH2:48][c:49]4[cH:50][cH:51][cH:52][cH:53][cH:54]4)[CH:29]([O:39][CH2:40][c:41]4[cH:42][cH:43][cH:44][cH:45][cH:46]4)[CH:30]3[O:31][CH2:32][c:33]3[cH:34][cH:35][cH:36][cH:37][cH:38]3)[cH:24]1)[cH:16][cH:17]2.[CH:65]1([B:68]([OH:69])[OH:70])[CH2:66][CH2:67]1.[K+:76].[K+:77].[K+:78].[O-:89][C:90]([CH3:91])=[O:92].[O-:93][C:94]([CH3:95])=[O:96].[OH2:79].[OH2:80].[P:71]([O-:72])([O-:73])([O-:74])=[O:75].[Pd+2:88].[c:81]1([CH3:82])[cH:83][cH:84][cH:85][cH:86][cH:87]1>>[CH2:1]([c:2]1[cH:3][cH:4][cH:5][cH:6][cH:7]1)[N:8]1[CH2:9][CH2:10][O:11][c:12]2[c:13]1[cH:14][c:15]([CH2:18][c:19]1[c:20]([CH:65]3[CH2:66][CH2:67]3)[cH:21][cH:22][c:23]([CH:25]3[O:26][CH:27]([CH2:55][O:56][CH2:57][c:58]4[cH:59][cH:60][cH:61][cH:62][cH:63]4)[CH:28]([O:47][CH2:48][c:49]4[cH:50][cH:51][cH:52][cH:53][cH:54]4)[CH:29]([O:39][CH2:40][c:41]4[cH:42][cH:43][cH:44][cH:45][cH:46]4)[CH:30]3[O:31][CH2:32][c:33]3[cH:34][cH:35][cH:36][cH:37][cH:38]3)[cH:24]1)[cH:16][cH:17]2. Reactants: O=Cc1cnc(Br)s1, COCCOC, [Na+], [Na+], O=C([O-])[O-], OB(O)c1cccnc1N1CCC2(CC1)OCCO2. The product is O=Cc1cnc(-c2cccnc2N2CCC3(CC2)OCCO3)s1. As a reaction SMILES: [Br:26][c:27]1[s:28][c:29]([CH:32]=[O:33])[cH:30][n:31]1.[CH3:34][O:35][CH2:36][CH2:37][O:38][CH3:39].[Na+:20].[Na+:21].[O-:22][C:23](=[O:24])[O-:25].[O:1]1[CH2:2][CH2:3][O:4][C:5]12[CH2:6][CH2:7][N:8]([c:11]1[n:12][cH:13][cH:14][cH:15][c:16]1[B:17]([OH:18])[OH:19])[CH2:9][CH2:10]2>>[O:1]1[CH2:2][CH2:3][O:4][C:5]12[CH2:6][CH2:7][N:8]([c:11]1[n:12][cH:13][cH:14][cH:15][c:16]1-[c:27]1[s:28][c:29]([CH:32]=[O:33])[cH:30][n:31]1)[CH2:9][CH2:10]2. Reactants: CCOCC, CN(C)CCCC(NC(=O)C1(NC(=O)OC(C)(C)C)CCN(c2ncnc3[nH]ccc23)CC1)c1ccc(Cl)cc1, ClCCl, O=C(O)C(F)(F)F. The product is CN(C)CCCC(NC(=O)C1(N)CCN(c2ncnc3[nH]ccc23)CC1)c1ccc(Cl)cc1. Reaction SMILES: [CH3:48][CH2:49][O:50][CH2:51][CH3:52].[Cl:1][c:2]1[cH:3][cH:4][c:5]([CH:8]([CH2:9][CH2:10][CH2:11][N:12]([CH3:13])[CH3:14])[NH:15][C:16](=[O:17])[C:18]2([NH:33][C:34](=[O:35])[O:36][C:37]([CH3:38])([CH3:39])[CH3:40])[CH2:19][CH2:20][N:21]([c:24]3[c:25]4[c:26]([n:27][cH:28][n:29]3)[nH:30][cH:31][cH:32]4)[CH2:22][CH2:23]2)[cH:6][cH:7]1.[Cl:53][CH2:54][Cl:55].[F:41][C:42]([F:43])([F:44])[C:45]([OH:46])=[O:47]>>[Cl:1][c:2]1[cH:3][cH:4][c:5]([CH:8]([CH2:9][CH2:10][CH2:11][N:12]([CH3:13])[CH3:14])[NH:15][C:16](=[O:17])[C:18]2([NH2:33])[CH2:19][CH2:20][N:21]([c:24]3[c:25]4[c:26]([n:27][cH:28][n:29]3)[nH:30][cH:31][cH:32]4)[CH2:22][CH2:23]2)[cH:6][cH:7]1. Reactants: N1C=NC=C1 (imidazole), resultant mixture, C=CCC(CC=C)O (1,6-heptadien-4-ol), [Si](C)(C)(C(C)(C)C)Cl (tert-butyldimethylsilyl chloride). The solvent is O (water). Run at temperature 0 celsius. Yields the product O([Si](C)(C)C(C)(C)C)C(CC=C)CC=C (4-(tert-butyldimethylsiloxy)-1,6-heptadiene). Isolated yield 30.0%. RXN SMILES: N1C=CN=C1.[CH2:6]=[CH:7][CH2:8][CH:9]([OH:13])[CH2:10][CH:11]=[CH2:12].[Si:14](Cl)([C:17]([CH3:20])([CH3:19])[CH3:18])([CH3:16])[CH3:15]>O>[O:13]([CH:9]([CH2:10][CH:11]=[CH2:12])[CH2:8][CH:7]=[CH2:6])[Si:14]([C:17]([CH3:20])([CH3:19])[CH3:18])([CH3:16])[CH3:15]. Procedure details: There were supplied 6.5 g of imidazole manufactured by Wako Pure Chemical Industries, Ltd. to a 100 mL-two neck flask, and thereto, 50 mL of anhydrous N,N-dimethylformaide manufactured by Wako Pure Chemical Industries, Ltd., and 5.78 mL of 1,6-heptadien-4-ol manufactured by Aldrich Chemical Company were added. The obtained mixture was cooled down to 0° C. To the mixture, 6.5 g of tert-butyldimethylsilyl chloride manufactured by Tokyo Chemical Industry Co., Ltd. were added, and the resultant mixt... The reactants are C(C)(C)(C)OC(=O)N1CC(C=2C=NC(=CC21)Cl)(C)C (6-chloro-3,3-dimethyl-2,3-dihydro-pyrrolo[3,2-c]pyridine-1-carboxylic acid tert-butyl ester), S1C=C(C=C1)B(O)O (thiophen-3-boronic acid). Product: C(C)(C)(C)OC(=O)N1CC(C=2C=NC(=CC21)C2=CSC=C2)(C)C (3,3-Dimethyl-6-thiophen-3-yl-2,3-dihydro-pyrrolo[3,2-c]pyridine-1-carboxylic acid tert-butyl ester). RXN SMILES: [C:1]([O:5][C:6]([N:8]1[C:16]2[CH:15]=[C:14](Cl)[N:13]=[CH:12][C:11]=2[C:10]([CH3:19])([CH3:18])[CH2:9]1)=[O:7])([CH3:4])([CH3:3])[CH3:2].[S:20]1[CH:24]=[CH:23][C:22](B(O)O)=[CH:21]1>>[C:1]([O:5][C:6]([N:8]1[C:16]2[CH:15]=[C:14]([C:22]3[CH:23]=[CH:24][S:20][CH:21]=3)[N:13]=[CH:12][C:11]=2[C:10]([CH3:19])([CH3:18])[CH2:9]1)=[O:7])([CH3:4])([CH3:3])[CH3:2]. Procedure details: Prepared from 6-chloro-3,3-dimethyl-2,3-dihydro-pyrrolo[3,2-c]pyridine-1-carboxylic acid tert-butyl ester and thiophen-3-boronic acid using a procedure similar to Prep 379. MS [M+H]+ 331. Reactants: C(C)OC(COC1N(C(C2=CC=CC=C12)=O)CC1=CC=CC=C1)=O ((2-Benzyl-3-oxo-2,3-dihydro-1H-isoindol-1-yloxy)-acetic acid ethyl ester), C(C1=CC=CC=C1)N1C(C2=CC=CC=C2C1=O)OCC(=O)NC1=NC=CC=C1 (2-(2-Benzyl-3-oxo-2,3-dihydro-1H-isoindol-1-yloxy)-N-pyridin-2-yl-acetamide). The product is C(C1=CC=CC=C1)N1C(C2=CC(=CC=C2C1=O)C)OCC(=O)NC1=NC=CC=C1 (2-(2-Benzyl-6-methyl-3-oxo-2,3-dihydro-1H-isoindol-1-yloxy)-N-pyridin-2-yl-acetamide). Reaction SMILES: [CH2:1](OC(=O)COC1C2C(=CC=CC=2)C(=O)N1CC1C=CC=CC=1)C.[CH2:25]([N:32]1[C:40](=[O:41])[C:39]2[C:34](=[CH:35][CH:36]=[CH:37][CH:38]=2)[CH:33]1[O:42][CH2:43][C:44]([NH:46][C:47]1[CH:52]=[CH:51][CH:50]=[CH:49][N:48]=1)=[O:45])[C:26]1[CH:31]=[CH:30][CH:29]=[CH:28][CH:27]=1>>[CH2:25]([N:32]1[C:40](=[O:41])[C:39]2[C:34](=[CH:35][C:36]([CH3:1])=[CH:37][CH:38]=2)[CH:33]1[O:42][CH2:43][C:44]([NH:46][C:47]1[CH:52]=[CH:51][CH:50]=[CH:49][N:48]=1)=[O:45])[C:26]1[CH:31]=[CH:30][CH:29]=[CH:28][CH:27]=1. Reported procedure: Compound 61 was prepared using the synthetic sequence in a manner analogous to the method described for the conversion of compound 21 to compound 23 and illustrated in Scheme 2. NMR (300 MHz, CDCl3): δ 8.8(br s, 1H), 8.45(m, 1H), 8.1(m, 1H), 7.75(m, 2H), 7.4-7.2(m, 7H), 7.05(m, 1H), 5.9(s, 1H), 5.0(d, J=15 Hz, 1H), 4.4(d, J=15 Hz, 1H), 3.65(d, J=19 Hz, 1H), 3.5(d, J=19 Hz, 1H), 2.4(s, 3H). MS: m/z (MNa+) 410.